This data is from the Open Reaction Database (ORD), a public repository of structured organic reaction records. The task is: describe an organic reaction: reactants, conditions, products, and yield The reactants are [OH-].[K+] (Potassium hydroxide), NC(CC(=O)O)C(=O)O (DL-aspartic acid), C(C)O (ethyl alcohol). Run in O (water). Product: NC(CC(=O)[O-])C(=O)[O-].[K+].[K+] (dipotassium DL-aspartate). RXN SMILES: [OH-].[K+:2].[NH2:3][CH:4]([C:9]([OH:11])=[O:10])[CH2:5][C:6]([OH:8])=[O:7].C(O)C>O>[NH2:3][CH:4]([C:9]([O-:11])=[O:10])[CH2:5][C:6]([O-:8])=[O:7].[K+:2].[K+:2] |f:0.1,5.6.7|. Reported procedure: Potassium hydroxide 11.3 g was added to a suspension of 13.3 g DL-aspartic acid in a mixed solvent of 60 ml ethyl alcohol and 60 ml water to form a solution of dipotassium DL-aspartate. To the ice-cooled resultant solution a solution of lauric acid-sulfuric acid mixed acid anhydride and 10 ml of 10 N potassium hydroxide was added dropwise simultaneously with stirring. While the pH was controlled to 12 stirring at room temperature was then continued for 1 hour. The reaction mixture was treated in... Reactants: [BH4-].[Na+] (sodium borohydride), C(C)(=O)O[BH-](OC(C)=O)OC(C)=O.[Na+] (Sodium triacetoxy borohydride), C(C)N(CCN)CC (N,N-diethylethylenediamine), C(C)(C)(C)C=1C=C(C(=C(C=O)C1)O)C=1C=NC(=CC1)C(F)(F)F (5-(tert-butyl)-2-hydroxy-3-(6-(trifluoromethyl)pyridin-3-yl)benzaldehyde), C(C)O (ethanol), [BH4-].[Na+] (sodium borohydride), [Cl-].[NH4+] (ammonium chloride). Run in O1CCCC1 (tetrahydrofuran), solution, Cl (hydrochloric acid). Run at time 16 hour. Yields the product Cl.Cl.C(C)(C)(C)C1=CC(=C(C(=C1)C=1C=NC(=CC1)C(F)(F)F)O)CNCCN(CC)CC (4-(tert-butyl)-2-(((2-(diethylamino)ethyl)amino)methyl)-6-(6-(trifluoromethyl)pyridin-3-yl)phenol dihydrochloride). The yield is 25.0%. RXN SMILES: C(O[BH-](OC(=O)C)OC(=O)C)(=O)C.[Na+].[CH2:15]([N:17]([CH2:21][CH3:22])[CH2:18][CH2:19][NH2:20])[CH3:16].[C:23]([C:27]1[CH:28]=[C:29]([C:36]2[CH:37]=[N:38][C:39]([C:42]([F:45])([F:44])[F:43])=[CH:40][CH:41]=2)[C:30]([OH:35])=[C:31]([CH:34]=1)[CH:32]=O)([CH3:26])([CH3:25])[CH3:24].[BH4-].[Na+].[Cl-:48].[NH4+].C(O)C>O1CCCC1.Cl>[ClH:48].[ClH:48].[C:23]([C:27]1[CH:28]=[C:29]([C:36]2[CH:37]=[N:38][C:39]([C:42]([F:43])([F:44])[F:45])=[CH:40][CH:41]=2)[C:30]([OH:35])=[C:31]([CH2:32][NH:20][CH2:19][CH2:18][N:17]([CH2:21][CH3:22])[CH2:15][CH3:16])[CH:34]=1)([CH3:26])([CH3:25])[CH3:24] |f:0.1,4.5,6.7,11.12.13|. Procedure details: Sodium triacetoxy borohydride (590 mg, 2.79 mmol) was added to a solution of N,N-diethylethylenediamine (0.37 mL, 2.63 mmol) and 5-(tert-butyl)-2-hydroxy-3-(6-(trifluoromethyl)pyridin-3-yl)benzaldehyde (Example 47, Step 1) (0.50 g, 1.55 mmol) in tetrahydrofuran (15 mL) and the reaction mixture stirred at room temperature under nitrogen for 16 hours. Progress of the reaction was monitored by LC/MS and showed both product and starting material. A reaction aliquot was treated with sodium borohydrid... The reactants are N1CCOCC1 (morpholine), C=O (formalin), C1=C(OC=C(C1=O)O)CO (kojic acid). The solvent is C(C)O (ethanol). Run at time 30 minute. Product: O1CCN(CC1)CC1=C(C(C=C(O1)CO)=O)O (6-Morpholinomethyl-5-hydroxy-2-hydroxymethyl-4-pyrone). RXN SMILES: [NH:1]1[CH2:6][CH2:5][O:4][CH2:3][CH2:2]1.[CH2:7]=O.[CH:9]1[C:14](=[O:15])[C:13]([OH:16])=[CH:12][O:11][C:10]=1[CH2:17][OH:18]>C(O)C>[O:4]1[CH2:5][CH2:6][N:1]([CH2:7][C:12]2[O:11][C:10]([CH2:17][OH:18])=[CH:9][C:14](=[O:15])[C:13]=2[OH:16])[CH2:2][CH2:3]1. Procedure: In 70 ml of ethanol were dissolved 7 g of morpholine and 6.4 ml of 35% formalin followed by stirring at room temperature for 30 minutes. Further, 8.3 g of kojic acid was added thereto and stirred for 30 minutes in the same temperature. The formed crystals were taken out by filtration, washed in succession with ethanol and ether and dried to give 11.5 g of the title compound. Starting materials: C(C\C=C/CC)(=O)OC (methyl (3Z)-3-hexenoate), C1(CC1)C(O)C (cyclopropyl methyl carbinol), ester. Product: C(C\C=C/CC)(=O)OC(C)C1CC1 ((Z)-1-cyclopropylethyl 3-hexenoate). RXN SMILES: [C:1](OC)(=[O:7])[CH2:2]/[CH:3]=[CH:4]\[CH2:5][CH3:6].[CH:10]1([CH:13]([CH3:15])[OH:14])[CH2:12][CH2:11]1>>[C:1]([O:14][CH:13]([CH:10]1[CH2:12][CH2:11]1)[CH3:15])(=[O:7])[CH2:2]/[CH:3]=[CH:4]\[CH2:5][CH3:6]. Procedure: Prepared from methyl (3Z)-3-hexenoate and cyclopropyl methyl carbinol according to the ester preparation method B described above. The reactants are O=[N+]([O-])c1ccccc1Br, C1COCCO1, CC1CNCCN1, [K+], [K+], O=C([O-])[O-]. Product: CC1CN(c2ccccc2[N+](=O)[O-])CCN1. RXN SMILES: [Br:1][c:2]1[c:3]([N+:8](=[O:9])[O-:10])[cH:4][cH:5][cH:6][cH:7]1.[CH2:24]1[O:25][CH2:26][CH2:27][O:28][CH2:29]1.[CH3:11][CH:12]1[NH:13][CH2:14][CH2:15][NH:16][CH2:17]1.[K+:18].[K+:19].[O-:20][C:21]([O-:22])=[O:23]>>[c:2]1([N:16]2[CH2:15][CH2:14][NH:13][CH:12]([CH3:11])[CH2:17]2)[c:3]([N+:8](=[O:9])[O-:10])[cH:4][cH:5][cH:6][cH:7]1. Procedure details: To a solution of 37.7 g (137 mmol) of ethyl 2,3-dibromo-2-methylpropanoate in 176 ml of THF was added 25 ml of 1,8-diazabicyclo[5.4.0]-7-undecene and refluxed for 2 hours. After cooling to room temperature, to the mixture was added 1N HCl and extracted with tert-butyl methyl ether. The organic layer was washed sequentially with a saturated NaHCO3 solution and a saturated NaCl solution, dried over anhydrous MgSO4, and then concentrated under vacuum to obtain 23.8 g of (E)-ethyl 3-bromo-2-methyl-2... The reactants are BrC(C(=O)OCC)(CBr)C (ethyl 2,3-dibromo-2-methylpropanoate), C1CCC2=NCCCN2CC1 (1,8-diazabicyclo[5.4.0]-7-undecene), Cl (HCl). Reaction SMILES: Br[C:2]([CH3:10])([CH2:8][Br:9])[C:3]([O:5][CH2:6][CH3:7])=[O:4].C1CCN2C(=NCCC2)CC1.Cl>C1COCC1>[Br:9]/[CH:8]=[C:2](\[CH3:10])/[C:3]([O:5][CH2:6][CH3:7])=[O:4]. The solvent is C1CCOC1 (THF). Isolated yield 90.0%. Product: Br/C=C(/C(=O)OCC)\C ((E)-ethyl 3-bromo-2-methyl-2-propenoate).